From a dataset of the Open Reaction Database (ORD), a public repository of structured organic reaction records. describe an organic reaction: reactants, conditions, products, and yield The reactants are OC1([C@H]2[C@@H]3CC[C@H]([C@@H](CCC(=O)OC)C)[C@]3(CC[C@@H]2[C@]2(CC[C@@H](CC2=C1)O[Si](C(C)C)(C(C)C)C(C)C)C)C)C (methyl 7-hydroxy-7-methyl-3β-triisopropylsilyloxychol-5-en-24-oate), [F-].C(CCC)[N+](CCCC)(CCCC)CCCC (tetrabutylammonium fluoride), N#N (N2). Yields the product O[C@@H]1CC2=CC([C@H]3[C@@H]4CC[C@H]([C@@H](CCC(=O)OC)C)[C@]4(CC[C@@H]3[C@]2(CC1)C)C)(C)O (methyl 3β,7-dihydroxy-7-methylchol-5-en-24-oate). Isolated yield 60.4%. RXN SMILES: [OH:1][C:2]1([CH3:40])[CH:26]=[C:25]2[C@:20]([CH3:38])([CH2:21][CH2:22][C@H:23]([O:27][Si](C(C)C)(C(C)C)C(C)C)[CH2:24]2)[C@@H:19]2[C@@H:3]1[C@H:4]1[C@:16]([CH3:39])([CH2:17][CH2:18]2)[C@@H:7]([C@H:8]([CH3:15])[CH2:9][CH2:10][C:11]([O:13][CH3:14])=[O:12])[CH2:6][CH2:5]1.[F-].C([N+](CCCC)(CCCC)CCCC)CCC.N#N>>[OH:27][C@H:23]1[CH2:22][CH2:21][C@@:20]2([CH3:38])[C:25](=[CH:26][C:2]([OH:1])([CH3:40])[C@@H:3]3[C@@H:19]2[CH2:18][CH2:17][C@@:16]2([CH3:39])[C@H:4]3[CH2:5][CH2:6][C@@H:7]2[C@H:8]([CH3:15])[CH2:9][CH2:10][C:11]([O:13][CH3:14])=[O:12])[CH2:24]1 |f:1.2|. Procedure details: A mixture of methyl 7-hydroxy-7-methyl-3β-triisopropylsilyloxychol-5-en-24-oate (6) (4.67 g, 8.22 mmoles) and tetrabutylammonium fluoride (1.0M in THF, 49 ml) was heated at 65° in a N2 atmosphere for 30 min. Most of the THF was removed in vacuo. The residue was dissolved in EtOAc (90 ml) and washed with H2O (two times) and saturated brine. The aqueous phases were back-extracted with EtOAc. The combined EtOAc extracts were dried (MgSO4). Evaporation in vacuo and flash chromatography on silica gel... Reactants: CC(=O)OC1C=CC(O)C1, N#CC1=C(C#N)C(=O)C(Cl)=C(Cl)C1=O, C1COCCO1. The product is CC(=O)OC1C=CC(=O)C1. Reaction SMILES: [C:1]([CH3:2])(=[O:3])[O:4][CH:5]1[CH:6]=[CH:7][CH:8]([OH:10])[CH2:9]1.[Cl:11][C:12]1=[C:23]([Cl:24])[C:21](=[O:22])[C:18]([C:19]#[N:20])=[C:15]([C:16]#[N:17])[C:13]1=[O:14].[O:25]1[CH2:26][CH2:27][O:28][CH2:29][CH2:30]1>>[C:1]([CH3:2])(=[O:3])[O:4][CH:5]1[CH:6]=[CH:7][C:8](=[O:10])[CH2:9]1. Product: C1OC2=CC(=C(C=C2O1)CC(=O)OC)C(C1=CC(=C(C=C1)[N+](=O)[O-])C)=O (Methyl 4,5-Methylenedioxy-2-(3-methyl-4-nitrobenzoyl)phenylacetate). Procedure details: The title compound was prepared from methyl 3,4-methylenedioxyphenylacetate (2.1 g, 11 mmol) in ClCH2CH2Cl (70 mL), 3-methyl-4-nitrobenzoic acid (3.7 g, 20 mmol) and P2O5 (6 g) as an oily solid (1.4 g, 3.9 mmol, 35%). 1H NMR (CDCl3) 7.99 (d, J=8.2, 1H), 7.74 (s, 1H), 6.69 (d, J=8.2, 1H), 6.84 (s, 1H), 6.83 (s, 1H), 6.07 (s, 2H), 3.86 (s, 2H), 3.64 (s, 3H), 2.63 (s, 3H). As a reaction SMILES: [CH2:1]1[O:9][C:8]2[CH:7]=[CH:6][C:5]([CH2:10][C:11]([O:13][CH3:14])=[O:12])=[CH:4][C:3]=2[O:2]1.[CH3:15][C:16]1[CH:17]=[C:18]([CH:22]=[CH:23][C:24]=1[N+:25]([O-:27])=[O:26])[C:19](O)=[O:20].O=P12OP3(OP(OP(O3)(O1)=O)(=O)O2)=O>C(Cl)CCl>[CH2:1]1[O:2][C:3]2[C:8](=[CH:7][C:6]([C:19](=[O:20])[C:18]3[CH:22]=[CH:23][C:24]([N+:25]([O-:27])=[O:26])=[C:16]([CH3:15])[CH:17]=3)=[C:5]([CH2:10][C:11]([O:13][CH3:14])=[O:12])[CH:4]=2)[O:9]1. Reactants: C1OC=2C=C(C=CC2O1)CC(=O)OC (methyl 3,4-methylenedioxyphenylacetate), CC=1C=C(C(=O)O)C=CC1[N+](=O)[O-] (3-methyl-4-nitrobenzoic acid), O=P12OP3(=O)OP(=O)(O1)OP(=O)(O2)O3 (P2O5). The solvent is C(CCl)Cl (ClCH2CH2Cl). The reactants are [Al+3].[Cl-].[Cl-].[Cl-] (AlCl3), ClCCC(=O)Cl (β-chloro-propionyl chloride), C1(=CC=CC=C1)CCCCCC(=O)OC (methyl 6-phenylcaproate). Run in C(=S)=S (CS2). Conditions: time 10 minute. Yields the product ClCCC(=O)C1=CC=C(C=C1)CCCCCC(=O)OC (methyl p-[β-chloropropionyl]-6-phenylcaproate). Reaction SMILES: [Al+3].[Cl-].[Cl-].[Cl-].[Cl:5][CH2:6][CH2:7][C:8](Cl)=[O:9].[C:11]1([CH2:17][CH2:18][CH2:19][CH2:20][CH2:21][C:22]([O:24][CH3:25])=[O:23])[CH:16]=[CH:15][CH:14]=[CH:13][CH:12]=1>C(=S)=S>[Cl:5][CH2:6][CH2:7][C:8]([C:14]1[CH:15]=[CH:16][C:11]([CH2:17][CH2:18][CH2:19][CH2:20][CH2:21][C:22]([O:24][CH3:25])=[O:23])=[CH:12][CH:13]=1)=[O:9] |f:0.1.2.3|. Reported procedure: 17.2 g of AlCl3, 18.5 ml of CS2 and 3.6 ml of β-chloro-propionyl chloride are placed in a stirring flask with a reflux condenser. 7.06 g of methyl 6-phenylcaproate are allowed to drop into this mixture at room temperature within 10 minutes (rinsing is carried out with 4 ml of CS2). The reaction mixture is subsequently stirred for a further 15 minutes, warmed slightly and then cooled. The reaction mixture is then pipetted into a stirred mixture of ice, water and ether. The organic phase is washed... Reactants: CC(C)CCCC(C)CCCC(C)CCBr, CCOC(C)=O, CCO, O. Yields the product CCOC(=O)C(CCC(C)CCCC(C)CCCC(C)C)C(C)=O. As a reaction SMILES: [Br:7][CH2:8][CH2:9][CH:10]([CH2:11][CH2:12][CH2:13][CH:14]([CH2:15][CH2:16][CH2:17][CH:18]([CH3:19])[CH3:20])[CH3:21])[CH3:22].[CH2:1]([CH3:2])[O:3][C:4]([CH3:5])=[O:6].[CH3:24][CH2:25][OH:26].[OH2:23]>>[CH2:1]([CH3:2])[O:3][C:4]([CH:5]([CH2:8][CH2:9][CH:10]([CH2:11][CH2:12][CH2:13][CH:14]([CH2:15][CH2:16][CH2:17][CH:18]([CH3:19])[CH3:20])[CH3:21])[CH3:22])[C:25]([CH3:24])=[O:26])=[O:6].